This data is from the Open Reaction Database (ORD), a public repository of structured organic reaction records. The task is: describe an organic reaction: reactants, conditions, products, and yield The reactants are [H-].[Na+] (NaH), [N+](=O)([O-])C=1C=CC2=C(NC(O2)=O)C1 (5-nitrobenzoxazolin-2-one), COC(CCCCCCCBr)=O (8-bromo caprylic acid methyl ester). Solvent: CN(C)C=O (DMF). Yields the product COC(CCCCCCCN1C(OC2=C1C=C(C=C2)[N+](=O)[O-])=O)=O (8-(5-Nitro-2-oxo-benzoxazolin-3-yl)-caprylic acid methyl ester). As a reaction SMILES: [H-].[Na+].[N+:3]([C:6]1[CH:7]=[CH:8][C:9]2[O:13][C:12](=[O:14])[NH:11][C:10]=2[CH:15]=1)([O-:5])=[O:4].[CH3:16][O:17][C:18](=[O:27])[CH2:19][CH2:20][CH2:21][CH2:22][CH2:23][CH2:24][CH2:25]Br>CN(C=O)C>[CH3:16][O:17][C:18](=[O:27])[CH2:19][CH2:20][CH2:21][CH2:22][CH2:23][CH2:24][CH2:25][N:11]1[C:10]2[CH:15]=[C:6]([N+:3]([O-:5])=[O:4])[CH:7]=[CH:8][C:9]=2[O:13][C:12]1=[O:14] |f:0.1|. Procedure details: The product is produced as described in example 1 from 6 g. of NaH (80% suspension in mineral oil), 36 g. of 5-nitrobenzoxazolin-2-one (produced in usual manner by reacting 2-amino-4-nitrophenol-hydrochloride with phosgene), 400 cc. of DMF, 47.4 g. of 8-bromo caprylic acid methyl ester and 6 g. of NaJ. Reactants: O=C(CBr)Nc1ccc(-c2nc3cc(Cl)ccc3o2)cc1, CS(C)=O, CCN(C(C)C)C(C)C, Nc1ccccc1. Product: O=C(CNc1ccccc1)Nc1ccc(-c2nc3cc(Cl)ccc3o2)cc1. As a reaction SMILES: [Br:17][CH2:18][C:19](=[O:20])[NH:21][c:22]1[cH:23][cH:24][c:25](-[c:28]2[o:29][c:30]3[c:31]([n:32]2)[cH:33][c:34]([Cl:37])[cH:35][cH:36]3)[cH:26][cH:27]1.[CH3:38][S:39]([CH3:40])=[O:41].[CH:8]([N:9]([CH:10]([CH3:11])[CH3:12])[CH2:13][CH3:14])([CH3:15])[CH3:16].[NH2:1][c:2]1[cH:3][cH:4][cH:5][cH:6][cH:7]1>>[NH:1]([c:2]1[cH:3][cH:4][cH:5][cH:6][cH:7]1)[CH2:18][C:19](=[O:20])[NH:21][c:22]1[cH:23][cH:24][c:25](-[c:28]2[o:29][c:30]3[c:31]([n:32]2)[cH:33][c:34]([Cl:37])[cH:35][cH:36]3)[cH:26][cH:27]1. Starting materials: C(O)([O-])=O.[Na+] (Sodium hydrogen carbonate), N1CC=C(CC1)C1=CC=C(C=C1)N1C(O[C@H](C1)CNC(C)=O)=O (N-((5S)-3-(4-(1,2,5,6-tetrahydropyrid-4-yl)phenyl)-2-oxooxazolidin-5-ylmethyl)acetamide), CO (methanol), C(C)(=O)OCC(=O)Cl (Acetoxyacetyl chloride). Solvent: O (water), CC(=O)C (acetone), O (water), ClCCl (dichloromethane). Run at temperature 1.5 celsius, time 30 minute. Yields the product C(C)(=O)OCC(=O)N1CC=C(CC1)C1=CC=C(C=C1)N1C(O[C@H](C1)CNC(C)=O)=O (N-((5S)-3-(4-(1-Acetyloxymethylcarbonyl-1,2,5,6-tetrahydropyrid-4-yl)phenyl)-2-oxooxazolidin-5-ylmethyl)acetamide). RXN SMILES: C(=O)([O-])O.[Na+].[NH:6]1[CH2:11][CH2:10][C:9]([C:12]2[CH:17]=[CH:16][C:15]([N:18]3[CH2:22][C@H:21]([CH2:23][NH:24][C:25](=[O:27])[CH3:26])[O:20][C:19]3=[O:28])=[CH:14][CH:13]=2)=[CH:8][CH2:7]1.[C:29]([O:32][CH2:33][C:34](Cl)=[O:35])(=[O:31])[CH3:30].CO>CC(C)=O.O.ClCCl>[C:29]([O:32][CH2:33][C:34]([N:6]1[CH2:11][CH2:10][C:9]([C:12]2[CH:17]=[CH:16][C:15]([N:18]3[CH2:22][C@H:21]([CH2:23][NH:24][C:25](=[O:27])[CH3:26])[O:20][C:19]3=[O:28])=[CH:14][CH:13]=2)=[CH:8][CH2:7]1)=[O:35])(=[O:31])[CH3:30] |f:0.1|. Reported procedure: Sodium hydrogen carbonate (1.89 g) was added to a stirred solution of Example 2 (1.92 g) in a mixture of acetone (25 ml) and water (12.5 ml), and the mixture cooled to 0-3° C. Acetoxyacetyl chloride (1.23 g, 0.97 ml) was added dropwise over 5-10 mins. and the reaction mixture was stirred at 0-5° C. for 30 minutes then allowed to warm to ambient temperature over 1 hour. TLC (10% methanol in dichloromethane) showed complete reaction. The reaction mixture was diluted with water and extracted well w... Reactants: CO, [Cl-], CCOC(=O)C(C)=Cc1ccc([N+](=O)[O-])cc1F, [Fe], [NH4+], C1CCOC1. Product: CCOC(=O)C(C)=Cc1ccc(N)cc1F. Reaction SMILES: [CH3:26][OH:27].[Cl-:19].[F:1][c:2]1[c:3]([CH:11]=[C:12]([C:13](=[O:14])[O:15][CH2:16][CH3:17])[CH3:18])[cH:4][cH:5][c:6]([N+:8]([O-:9])=[O:10])[cH:7]1.[Fe:28].[NH4+:20].[O:21]1[CH2:22][CH2:23][CH2:24][CH2:25]1>>[F:1][c:2]1[c:3]([CH:11]=[C:12]([C:13](=[O:14])[O:15][CH2:16][CH3:17])[CH3:18])[cH:4][cH:5][c:6]([NH2:8])[cH:7]1. The reactants are [N-]=[N+]=[N-].[Na+] (NaN3), COC(C1=CC(=CC(=C1)C1=NC=CC=C1OC)N)=O (3-amino-5-(3-methoxy-pyridin-2-yl)-benzoic acid methyl ester), CC(=O)O (HOAc). Solvent: COC(OC)OC (trimethoxymethane). Conditions: time 5 minute. Product: COC(C1=CC(=CC(=C1)N1N=NN=C1)C1=NC=CC=C1OC)=O (3-(3-methoxy-pyridin-2-yl)-5-tetrazol-1-yl-benzoic acid methyl ester). Reaction SMILES: [CH3:1][O:2][C:3](=[O:19])[C:4]1[CH:9]=[C:8]([C:10]2[C:15]([O:16][CH3:17])=[CH:14][CH:13]=[CH:12][N:11]=2)[CH:7]=[C:6]([NH2:18])[CH:5]=1.[N-:20]=[N+:21]=[N-:22].[Na+].[CH3:24]C(O)=O>COC(OC)OC>[CH3:1][O:2][C:3](=[O:19])[C:4]1[CH:5]=[C:6]([N:18]2[CH:24]=[N:22][N:21]=[N:20]2)[CH:7]=[C:8]([C:10]2[C:15]([O:16][CH3:17])=[CH:14][CH:13]=[CH:12][N:11]=2)[CH:9]=1 |f:1.2|. Procedure details: A suspension of 3-amino-5-(3-methoxy-pyridin-2-yl)-benzoic acid methyl ester (530 mg, 1.96 mmol) in trimethoxymethane (1.5 mL) was stirred under nitrogen for 5 minutes. NaN3 (390 mg, 5.9 mmol) was added slowly, followed by HOAc (10 mL). The reaction mixture was stirred at room temperature for 72 hours, then was concentrated under reduced pressure. The residue was partitioned between water and EtOAc. The combined organic layers were washed with water, dried over Na2SO4, filtered and concentrated ...